From a dataset of the Open Reaction Database (ORD), a public repository of structured organic reaction records. describe an organic reaction: reactants, conditions, products, and yield The reactants are N (ammonia), C(C)(=O)NC1=CC2=C(OC(C3C2O3)(C)C)C=C1[N+](=O)[O-] (6-Acetamido-3,4-epoxy-3,4-dihydro-2,2-dimethyl-7-nitro-2H-benzo[b]pyran). Solvent: C(C)O (ethanol). Conditions: time 5 day. The product is C(C)(=O)NC1=CC2=C(OC([C@H]([C@@H]2N)O)(C)C)C=C1[N+](=O)[O-] (6-acetamido-trans-4-amino-3,4-dihydro-2,2-dimethyl-7-nitro-2H-benzo[b]pyran-3-ol). Reaction SMILES: [C:1]([NH:4][C:5]1[C:17]([N+:18]([O-:20])=[O:19])=[CH:16][C:8]2[O:9][C:10]([CH3:15])([CH3:14])[CH:11]3[O:13][CH:12]3[C:7]=2[CH:6]=1)(=[O:3])[CH3:2].[NH3:21]>C(O)C>[C:1]([NH:4][C:5]1[C:17]([N+:18]([O-:20])=[O:19])=[CH:16][C:8]2[O:9][C:10]([CH3:15])([CH3:14])[C@@H:11]([OH:13])[C@H:12]([NH2:21])[C:7]=2[CH:6]=1)(=[O:3])[CH3:2]. Procedure: 6-Acetamido-3,4-epoxy-3,4-dihydro-2,2-dimethyl-7-nitro-2H-benzo[b]pyran (1.0 g, the preparation of which is described in European Pat. No. 28,064) was dissolved in dry ethanol (150 ml) and saturated with ammonia during 3 h, with cooling. The reaction mixture was stirred at room temperature for 5 days and evaporated. The crude residue was purified on the chromatotron (80% ethyl acetate-pentane to 20% methanol-ethyl acetate gradient elution), to give the title compound (410 mgm). A small portion w...